This data is from the Open Reaction Database (ORD), a public repository of structured organic reaction records. The task is: describe an organic reaction: reactants, conditions, products, and yield Starting materials: CC(C)(C)c1ccc(S(=O)(=O)Cl)cc1, Nc1ccc(Cl)cc1-c1ccccn1. The product is CC(C)(C)c1ccc(S(=O)(=O)Nc2ccc(Cl)cc2-c2ccccn2)cc1. As a reaction SMILES: [C:1]([CH3:2])([CH3:3])([CH3:4])[c:5]1[cH:6][cH:7][c:8]([S:11](=[O:12])(=[O:13])[Cl:14])[cH:9][cH:10]1.[Cl:15][c:16]1[cH:17][c:18](-[c:23]2[n:24][cH:25][cH:26][cH:27][cH:28]2)[c:19]([NH2:22])[cH:20][cH:21]1>>[C:1]([CH3:2])([CH3:3])([CH3:4])[c:5]1[cH:6][cH:7][c:8]([S:11](=[O:12])(=[O:13])[NH:22][c:19]2[c:18](-[c:23]3[n:24][cH:25][cH:26][cH:27][cH:28]3)[cH:17][c:16]([Cl:15])[cH:21][cH:20]2)[cH:9][cH:10]1. Starting materials: C(C)(C)(C)OC(=O)N1C(C=2N(CC1)C(=NC2)CC)CCC2=CC(=C(C(=C2)F)OC)F (8-[2-(3,5-difluoro-4-methoxy-phenyl)-ethyl]-3-ethyl-5,6-dihydro-8H-imidazo[1,5-a]pyrazine-7-carboxylic acid tert-butyl ester), C(Cl)Cl.CO (DCM MeOH). Product: C(C)(C)(C)OC(=O)N1C(C=2N(CC1)C(=NC2Cl)CC)CCC2=CC(=C(C(=C2)F)OC)F (1-chloro-8-[2-(3,5-difluoro-4-methoxy-phenyl)-ethyl]-3-ethyl-5,6-dihydro-8H-imidazo[1,5-a]pyrazine-7-carboxylic acid tert-butyl ester). Reaction SMILES: [C:1]([O:5][C:6]([N:8]1[CH2:13][CH2:12][N:11]2[C:14]([CH2:17][CH3:18])=[N:15][CH:16]=[C:10]2[CH:9]1[CH2:19][CH2:20][C:21]1[CH:26]=[C:25]([F:27])[C:24]([O:28][CH3:29])=[C:23]([F:30])[CH:22]=1)=[O:7])([CH3:4])([CH3:3])[CH3:2].C(Cl)[Cl:32].CO>>[C:1]([O:5][C:6]([N:8]1[CH2:13][CH2:12][N:11]2[C:14]([CH2:17][CH3:18])=[N:15][C:16]([Cl:32])=[C:10]2[CH:9]1[CH2:19][CH2:20][C:21]1[CH:22]=[C:23]([F:30])[C:24]([O:28][CH3:29])=[C:25]([F:27])[CH:26]=1)=[O:7])([CH3:4])([CH3:2])[CH3:3] |f:1.2|. Reported procedure: Subsequent chlorination (70° C.; 3h30) of 8-[2-(3,5-difluoro-4-methoxy-phenyl)-ethyl]-3-ethyl-5,6-dihydro-8H-imidazo[1,5-a]pyrazine-7-carboxylic acid tert-butyl ester (1.330 g; 3.156 mmol), and purification by FC (DCM/MeOH=25/1) afforded 1-chloro-8-[2-(3,5-difluoro-4-methoxy-phenyl)-ethyl]-3-ethyl-5,6-dihydro-8H-imidazo[1,5-a]pyrazine-7-carboxylic acid tert-butyl ester as a yellow oil (0.730 g; 51%). LC-MS: tR=1.04 min.; [M+H]+=456.05 g/mol. The solvent is O1CCCC1 (tetrahydrofuran), CCOCC (ether), O1CCCC1 (tetrahydrofuran), CCOCC (ether), O1CCCC1 (tetrahydrofuran). Conditions: time 16 hour. Reactants: [Mg] (magnesium), solution, C(C1=CC=CC=C1)N1CC(CCC1)=O (N-benzyl-3-piperidone), BrC=1C=C(C=CC1)OC (m-bromoanisole), [Cl-].[NH4+] (ammonium chloride), II (iodine), BrC=1C=C(C=CC1)OC (m-bromoanisole). The product is Cl.COC=1C=C(C=CC1)C1(CN(CCC1)CC1=CC=CC=C1)O (3-(3-methoxyphenyl)-1-benzyl-piperidine-3-ol hydrochloride). Reported procedure: 9 g of magnesium were activated by sublimation of iodine and were cooled and 20 ml of ether and 2 ml of tetrahydrofuran were added thereto. Then, 2 ml of m-bromoanisole were added thereto under an inert atmosphere and the reaction began. Then, a solution of 50 ml of m-bromoanisole in 200 ml of ether and 20 ml of tetrahydrofuran were added dropwise to the mixture over 2 hours and the mixture was refluxed for one hour and allowed to stand for 16 hours. 120 ml of the solution were cooled to 5° to 1... As a reaction SMILES: [Mg].II.Br[C:5]1[CH:6]=[C:7]([O:11][CH3:12])[CH:8]=[CH:9][CH:10]=1.[CH2:13]([N:20]1[CH2:25][CH2:24][CH2:23][C:22](=[O:26])[CH2:21]1)[C:14]1[CH:19]=[CH:18][CH:17]=[CH:16][CH:15]=1.[Cl-:27].[NH4+]>CCOCC.O1CCCC1>[ClH:27].[CH3:12][O:11][C:7]1[CH:6]=[C:5]([C:22]2([OH:26])[CH2:23][CH2:24][CH2:25][N:20]([CH2:13][C:14]3[CH:15]=[CH:16][CH:17]=[CH:18][CH:19]=3)[CH2:21]2)[CH:10]=[CH:9][CH:8]=1 |f:4.5,8.9|. Starting materials: CC(C)(C)OC(=O)N1C(C(O)C(Cc2ccccc2)N(Cc2ccccc2)Cc2ccccc2)CCC1(C)C, CO, [H][H], [OH-], [OH-], [Pd+2]. Yields the product CC(C)(C)OC(=O)N1C(C(O)C(N)Cc2ccccc2)CCC1(C)C. Reaction SMILES: [C:1]([CH3:2])([CH3:3])([CH3:4])[O:5][C:6](=[O:7])[N:8]1[CH:9]([CH:15]([CH:16]([CH2:17][c:18]2[cH:19][cH:20][cH:21][cH:22][cH:23]2)[N:24]([CH2:25][c:26]2[cH:27][cH:28][cH:29][cH:30][cH:31]2)[CH2:32][c:33]2[cH:34][cH:35][cH:36][cH:37][cH:38]2)[OH:39])[CH2:10][CH2:11][C:12]1([CH3:13])[CH3:14].[CH3:42][OH:43].[H:40][H:41].[OH-:44].[OH-:46].[Pd+2:45]>>[C:1]([CH3:2])([CH3:3])([CH3:4])[O:5][C:6](=[O:7])[N:8]1[CH:9]([CH:15]([CH:16]([CH2:17][c:18]2[cH:19][cH:20][cH:21][cH:22][cH:23]2)[NH2:24])[OH:39])[CH2:10][CH2:11][C:12]1([CH3:13])[CH3:14]. Reactants: CCOC(=O)C1CCN(c2ccccn2)CC1, CCOC(C)=O, CO, NN, O. Yields the product NNC(=O)C1CCN(c2ccccn2)CC1. Reaction SMILES: [CH2:1]([O:3][C:4](=[O:2])[CH:6]1[CH2:7][CH2:8][N:9]([c:12]2[n:13][cH:14][cH:15][cH:16][cH:17]2)[CH2:10][CH2:11]1)[CH3:5].[CH3:21][CH2:22][O:23][C:24](=[O:25])[CH3:26].[CH3:27][OH:28].[NH2:19][NH2:20].[OH2:18]>>[O:3]=[C:4]([CH:6]1[CH2:7][CH2:8][N:9]([c:12]2[n:13][cH:14][cH:15][cH:16][cH:17]2)[CH2:10][CH2:11]1)[NH:19][NH2:20]. The reactants are CCc1n[nH]c(CCOCc2ccccc2)c1Oc1cc(C#N)cc(C#N)c1, [Cl-], [Cl-], [Cl-], ClCCl, [Fe+3]. The product is CCc1n[nH]c(CCO)c1Oc1cc(C#N)cc(C#N)c1. As a reaction SMILES: [CH2:1]([c:2]1[cH:3][cH:4][cH:5][cH:6][cH:7]1)[O:8][CH2:9][CH2:10][c:11]1[c:12]([O:18][c:19]2[cH:20][c:21]([C:27]#[N:28])[cH:22][c:23]([C:24]#[N:25])[cH:26]2)[c:13]([CH2:16][CH3:17])[n:14][nH:15]1.[Cl-:32].[Cl-:34].[Cl-:35].[Cl:29][CH2:30][Cl:31].[Fe+3:33]>>[OH:8][CH2:9][CH2:10][c:11]1[c:12]([O:18][c:19]2[cH:20][c:21]([C:27]#[N:28])[cH:22][c:23]([C:24]#[N:25])[cH:26]2)[c:13]([CH2:16][CH3:17])[n:14][nH:15]1. Product: O=c1ccc2ncc(F)cc2n1CCN1CCC(CNCc2cc3c(cn2)OCCO3)C1. Reactants: [BH3-]C#N, O=C([O-])O, CO, C[O-], CO, CCOC(C)=O, CC(=O)O, Cl, O=CCn1c(=O)ccc2ncc(F)cc21, [Na+], [Na+], [Na+], c1nc(CNCC2CCNC2)cc2c1OCCO2. Reaction SMILES: [C:40]([BH3-:41])#[N:42].[C:44](=[O:45])([O-:46])[OH:47].[CH3:20][OH:21].[CH3:22][O-:23].[CH3:49][OH:50].[CH3:51][CH2:52][O:53][C:54](=[O:55])[CH3:56].[CH3:57][C:58](=[O:59])[OH:60].[ClH:1].[F:25][c:26]1[cH:27][n:28][c:29]2[cH:30][cH:31][c:32](=[O:39])[n:33]([CH2:36][CH:37]=[O:38])[c:34]2[cH:35]1.[Na+:24].[Na+:43].[Na+:48].[O:2]1[CH2:3][CH2:4][O:5][c:6]2[cH:7][n:8][c:9]([CH2:12][NH:13][CH2:14][CH:15]3[CH2:16][NH:17][CH2:18][CH2:19]3)[cH:10][c:11]21>>[O:2]1[CH2:3][CH2:4][O:5][c:6]2[cH:7][n:8][c:9]([CH2:12][NH:13][CH2:14][CH:15]3[CH2:16][N:17]([CH2:37][CH2:36][n:33]4[c:32](=[O:39])[cH:31][cH:30][c:29]5[n:28][cH:27][c:26]([F:25])[cH:35][c:34]54)[CH2:18][CH2:19]3)[cH:10][c:11]21. The reactants are O(C1=CC=CC=C1)C1=CC=C(OC2=CC(=NC=N2)NC2=NC(=CC=C2)N)C=C1 (N2-(6-(4-phenoxyphenoxy)pyrimidin-4-yl)pyridine-2,6-diamine), CN(C)C/C=C/C(=O)Cl (dimethylaminocrotonyl chloride). Run in ClCCl (dichloromethane), CN1CCCC1=O (NMP). Run at time 1 hour. The product is O(C1=CC=CC=C1)C1=CC=C(OC2=CC(=NC=N2)NC2=CC=CC(=N2)NC(C=CC)=O)C=C1 (N-(6-(6-(4-phenoxyphenoxy)pyrimidin-4-ylamino)pyridin-2-yl)but-2-enamide). As a reaction SMILES: [O:1]([C:8]1[CH:28]=[CH:27][C:11]([O:12][C:13]2[N:18]=[CH:17][N:16]=[C:15]([NH:19][C:20]3[CH:25]=[CH:24][CH:23]=[C:22]([NH2:26])[N:21]=3)[CH:14]=2)=[CH:10][CH:9]=1)[C:2]1[CH:7]=[CH:6][CH:5]=[CH:4][CH:3]=1.CN([CH2:32]/[CH:33]=[CH:34]/[C:35](Cl)=[O:36])C>CN1C(=O)CCC1.ClCCl>[O:1]([C:8]1[CH:28]=[CH:27][C:11]([O:12][C:13]2[N:18]=[CH:17][N:16]=[C:15]([NH:19][C:20]3[N:21]=[C:22]([NH:26][C:35](=[O:36])[CH:34]=[CH:33][CH3:32])[CH:23]=[CH:24][CH:25]=3)[CH:14]=2)=[CH:10][CH:9]=1)[C:2]1[CH:7]=[CH:6][CH:5]=[CH:4][CH:3]=1. Procedure details: To a stirred solution of N2-(6-(4-phenoxyphenoxy)pyrimidin-4-yl)pyridine-2,6-diamine (0.65 g, 1.75 mmol) in NMP (10 mL) was added dimethylaminocrotonyl chloride (1.026 g, 7 mmol) at 0° C. The reaction mixture was allowed to come to room temperature and kept at it for 1 h. It was diluted with dichloromethane (10 mL), was washed with NaHCO3 solution (2 mL) and water (2 mL), and dried over Na2SO4. The dichloromethane solution was filtered and was concentrated under reduced pressure to give a residu...